This data is from the Open Reaction Database (ORD), a public repository of structured organic reaction records. The task is: describe an organic reaction: reactants, conditions, products, and yield Reactants: S1C=C(C=C1)C(=O)O (3-thiophenecarboxylic acid), FC(C(CNC1=C2C=NN(C2=CC(=C1)C)C1=CC=CC=C1)(O)CNCCC)(F)F (1,1,1-trifluoro-3-[(6-methyl-1-phenyl-1H-indazol-4-yl)amino]-2-[(propylamino)methyl]-2-propanol). Product: C(CC)N(C(=O)C1=CSC=C1)CC(C(F)(F)F)(CNC1=C2C=NN(C2=CC(=C1)C)C1=CC=CC=C1)O (N-Propyl-N-(3,3,3-trifluoro-2-hydroxy-2-{[(6-methyl-1-phenyl-1H-indazol-4-yl)amino]methyl}propyl)-3-thiophenecarboxamide). RXN SMILES: [S:1]1[CH:5]=[CH:4][C:3]([C:6]([OH:8])=O)=[CH:2]1.[F:9][C:10]([F:37])([F:36])[C:11]([CH2:31][NH:32][CH2:33][CH2:34][CH3:35])([OH:30])[CH2:12][NH:13][C:14]1[CH:22]=[C:21]([CH3:23])[CH:20]=[C:19]2[C:15]=1[CH:16]=[N:17][N:18]2[C:24]1[CH:29]=[CH:28][CH:27]=[CH:26][CH:25]=1>>[CH2:33]([N:32]([CH2:31][C:11]([OH:30])([CH2:12][NH:13][C:14]1[CH:22]=[C:21]([CH3:23])[CH:20]=[C:19]2[C:15]=1[CH:16]=[N:17][N:18]2[C:24]1[CH:29]=[CH:28][CH:27]=[CH:26][CH:25]=1)[C:10]([F:37])([F:36])[F:9])[C:6]([C:3]1[CH:4]=[CH:5][S:1][CH:2]=1)=[O:8])[CH2:34][CH3:35]. Reported procedure: Prepared similarly to Example 11 from 3-thiophenecarboxylic acid and 1,1,1-trifluoro-3-[(6-methyl-1-phenyl-1H-indazol-4-yl)amino]-2-[(propylamino)methyl]-2-propanol. Reactants: C(=O)(C(F)(F)F)O (TFA), N[C@@H](C)C(=O)N[C@@H](C)C(=O)NCCCCBr (Ala-Ala-NH(CH2)4—Br), CN1CCOCC1 (NMM), N([C@@H](C)C(=O)O)C(=O)OC(C)(C)C (Boc-Ala-OH), CN1CCOCC1 (NMM). The solvent is C1CCOC1 (THF), CCOC(=O)C (EtOAc), CN(C)C=O (DMF), C1CCOC1 (THF). The product is N([C@@H](C)C(=O)N[C@@H](C)C(=O)N[C@@H](C)C(=O)NCCCCBr)C(=O)OC(C)(C)C (Boc-Ala-Ala-Ala-NH—(CH2)4—Br). RXN SMILES: [NH:1]([C:7]([O:9][C:10]([CH3:13])([CH3:12])[CH3:11])=[O:8])[C@H:2]([C:4]([OH:6])=O)[CH3:3].CN1CCOCC1.C(O)(C(F)(F)F)=O.[NH2:28][C@H:29]([C:31]([NH:33][C@H:34]([C:36]([NH:38][CH2:39][CH2:40][CH2:41][CH2:42][Br:43])=[O:37])[CH3:35])=[O:32])[CH3:30]>C1COCC1.CCOC(C)=O.CN(C=O)C>[NH:1]([C:7]([O:9][C:10]([CH3:13])([CH3:12])[CH3:11])=[O:8])[C@H:2]([C:4]([NH:28][C@H:29]([C:31]([NH:33][C@H:34]([C:36]([NH:38][CH2:39][CH2:40][CH2:41][CH2:42][Br:43])=[O:37])[CH3:35])=[O:32])[CH3:30])=[O:6])[CH3:3]. Reported procedure: To a cold (−15° C.) solution of Boc-Ala-OH (118 mg, 0.63 mmol) and NMM (103 μl, 1.03 mmol) in THF (8 mL) was added ECF (61 μl, 0.64 mmol) and stirred vigorously. After 2 min. a solution of the TFA salt of Ala-Ala-NH(CH2)4—Br (280 mg, 0.69 mmol) in a mixture of THF:DMF (4 mL:2 mL) was added to it followed by NMM (170 μL, 1.7 mmol) and stirred for further 30 minutes. The mixture was warmed to r.t. and stirred for 6 h. The solvent was removed under reduced pressure to give a residue which was dilut... The reactants are [N+](=O)([O-])C1=CC=C(OP2(=NP(=NP(=N2)(OC2=CC=C(C=C2)[N+](=O)[O-])OC2=CC=C(C=C2)[N+](=O)[O-])(C2=CC=CC=C2)C2=CC=CC=C2)OC2=CC=C(C=C2)[N+](=O)[O-])C=C1 (2,2,4,4-Tetra(p-nitrophenoxy)-6,6-diphenylcyclotriphosphazene), NC1=CC=CC=C1 (aniline), [H][H] (hydrogen). The reagents and catalysts are [Pt]=O (platinum oxide). Solvent: C1CCCCC1 (cyclohexane). Product: NC1=CC=C(OP2(=NP(=NP(=N2)(OC2=CC=C(C=C2)N)OC2=CC=C(C=C2)N)(C2=CC=CC=C2)C2=CC=CC=C2)OC2=CC=C(C=C2)N)C=C1 (2,2,4,4-Tetra-(p-aminophenoxy)-6,6-diphenylcyclotriphosphazene). The yield is 78.0%. As a reaction SMILES: [N+:1]([C:4]1[CH:58]=[CH:57][C:7]([O:8][P:9]2([O:47][C:48]3[CH:53]=[CH:52][C:51]([N+:54]([O-])=O)=[CH:50][CH:49]=3)[N:14]=[P:13]([O:25][C:26]3[CH:31]=[CH:30][C:29]([N+:32]([O-])=O)=[CH:28][CH:27]=3)([O:15][C:16]3[CH:21]=[CH:20][C:19]([N+:22]([O-])=O)=[CH:18][CH:17]=3)[N:12]=[P:11]([C:41]3[CH:46]=[CH:45][CH:44]=[CH:43][CH:42]=3)([C:35]3[CH:40]=[CH:39][CH:38]=[CH:37][CH:36]=3)[N:10]=2)=[CH:6][CH:5]=1)([O-])=O.NC1C=CC=CC=1.[H][H]>[Pt]=O.C1CCCCC1>[NH2:1][C:4]1[CH:5]=[CH:6][C:7]([O:8][P:9]2([O:47][C:48]3[CH:49]=[CH:50][C:51]([NH2:54])=[CH:52][CH:53]=3)[N:14]=[P:13]([O:25][C:26]3[CH:27]=[CH:28][C:29]([NH2:32])=[CH:30][CH:31]=3)([O:15][C:16]3[CH:21]=[CH:20][C:19]([NH2:22])=[CH:18][CH:17]=3)[N:12]=[P:11]([C:41]3[CH:46]=[CH:45][CH:44]=[CH:43][CH:42]=3)([C:35]3[CH:40]=[CH:39][CH:38]=[CH:37][CH:36]=3)[N:10]=2)=[CH:57][CH:58]=1. Procedure details: 2,2,4,4-Tetra(p-nitrophenoxy)-6,6-diphenylcyclotriphosphazene (16.01 g, 0.021 moles), platinum oxide catalyst (0.09 g, 0.0004 moles), and 50 mls aniline are added to a 500 ml Fischer-Porter reaction vessel. The reaction is heated to 50° C. at 50-60 psi of hydrogen pressure for 65 hours. The reaction mixture is then cooled and concentrated to about 25 mls under vacuum. The concentrate is poured into 250 mls cyclohexane, and a brown coagulate forms. The solvent is decanted off and the residue is p... Reactants: N1CCC(CC1)C(=O)O (4-piperidincarboxylic acid), [OH-].[Na+] (NaOH), C(C=C)OC(=O)Cl (allylchloroformate), [OH-].[Na+] (NaOH). Solvent: C(Cl)Cl (DCM), C(Cl)Cl (DCM). Reaction conditions: temperature 2.5 celsius, time 2 hour. Product: C(C=C)OC(=O)N1CCC(CC1)C(=O)O (N-Allyloxycarbonyl-4-piperidincarboxylic Acid). RXN SMILES: [NH:1]1[CH2:6][CH2:5][CH:4]([C:7]([OH:9])=[O:8])[CH2:3][CH2:2]1.[OH-].[Na+].[CH2:12]([O:15][C:16](Cl)=[O:17])[CH:13]=[CH2:14]>C(Cl)Cl>[CH2:12]([O:15][C:16]([N:1]1[CH2:6][CH2:5][CH:4]([C:7]([OH:9])=[O:8])[CH2:3][CH2:2]1)=[O:17])[CH:13]=[CH2:14] |f:1.2|. Procedure: To a solution of 4-piperidincarboxylic acid (25 g) in dry DCM (30 ml) a solution of NaOH 2N (207 ml) was added. The reaction mixture was then cooled to 0-5° and a solution of allylchloroformate (22 ml) in DCM (1 ml) was added over 40 min. The reaction was stirred at 0-5° C. for 2 h, then NaOH 2N (40 ml) was added and the organic phase was separated. The aqueous phase was washed with DCM, then acidified with H2SO4 conc. (10 ml) to pH2 and extracted with EA. The organic layer was washed with brine... Starting materials: CC(=O)OCC(=C(CO[Si](C)(C)C(C)(C)C)c1ccccc1)c1ccc(S(C)(=O)=O)cc1, CC#N, Cc1ccccc1. Product: CC(=O)OCC(=C(CO)c1ccccc1)c1ccc(S(C)(=O)=O)cc1. Reaction SMILES: [C:1]([CH3:2])(=[O:3])[O:4][CH2:5][C:6](=[C:7]([CH2:8][O:9][Si:10]([C:11]([CH3:12])([CH3:13])[CH3:14])([CH3:15])[CH3:16])[c:17]1[cH:18][cH:19][cH:20][cH:21][cH:22]1)[c:23]1[cH:24][cH:25][c:26]([S:29](=[O:30])(=[O:31])[CH3:32])[cH:27][cH:28]1.[CH3:33][C:34]#[N:35].[CH3:36][c:37]1[cH:38][cH:39][cH:40][cH:41][cH:42]1>>[C:1]([CH3:2])(=[O:3])[O:4][CH2:5][C:6](=[C:7]([CH2:8][OH:9])[c:17]1[cH:18][cH:19][cH:20][cH:21][cH:22]1)[c:23]1[cH:24][cH:25][c:26]([S:29](=[O:30])(=[O:31])[CH3:32])[cH:27][cH:28]1.